Dataset: the Open Reaction Database (ORD), a public repository of structured organic reaction records. Task: describe an organic reaction: reactants, conditions, products, and yield The reactants are P(=O)(O)(O)[O-].[Na+] (sodium dihydrogen phosphate), P(=O)(O)([O-])[O-].[Na+].[Na+] (disodium hydrogen phosphate), [Mn](=O)(=O)(=O)[O-].[K+] (potassium permanganate), O.O.O.O.O.S(=S)(=O)([O-])[O-].[Na+].[Na+] (sodium thiosulfate pentahydrate), FC1=C(C=CC(=C1)F)C#CC1=CC=C(C(=N1)N)[N+](=O)[O-] (6-[2-(2,4-Difluorophenyl)ethynyl]-3-nitro-pyridin-2-amine). Solvent: O (water), O (water), CC(=O)C (acetone), O (Water). Conditions: temperature 5 celsius. Yields the product NC1=C(C=CC(=N1)C(C(=O)C1=C(C=C(C=C1)F)F)=O)[N+](=O)[O-] (1-(6-Amino-5-nitro-2-pyridyl)-2-(2,4-difluorophenyl)ethane-1,2-dione). Isolated yield 75.8%. As a reaction SMILES: [F:1][C:2]1[CH:7]=[C:6]([F:8])[CH:5]=[CH:4][C:3]=1[C:9]#[C:10][C:11]1[N:16]=[C:15]([NH2:17])[C:14]([N+:18]([O-:20])=[O:19])=[CH:13][CH:12]=1.P([O-])(O)(O)=O.[Na+].P([O-])([O-])(O)=O.[Na+].[Na+].[Mn]([O-])(=O)(=O)=O.[K+].[OH2:40].[OH2:41].O.O.O.S([O-])([O-])(=O)=S.[Na+].[Na+]>O.CC(C)=O>[NH2:17][C:15]1[N:16]=[C:11]([C:10](=[O:41])[C:9]([C:3]2[CH:4]=[CH:5][C:6]([F:8])=[CH:7][C:2]=2[F:1])=[O:40])[CH:12]=[CH:13][C:14]=1[N+:18]([O-:20])=[O:19] |f:1.2,3.4.5,6.7,8.9.10.11.12.13.14.15|. Procedure details: 6-[2-(2,4-Difluorophenyl)ethynyl]-3-nitro-pyridin-2-amine (2.0 kg, 7.3 mol) and acetone (40.5 L) are added to a reactor under a nitrogen atmosphere and the mixture is cooled to 0-10° C. with stirring. A buffering solution of water (38.3 L), sodium dihydrogen phosphate (3.3 kg), and disodium hydrogen phosphate (0.7 kg) is added at 0-15° C. The mixture is cooled to 3-6° C. and is charged with solid potassium permanganate (4.1 kg, 25.9 mol) at 3-6° C. The mixture is stirred for 3 h to 5 h, and then... The reactants are Cl.Cl.ONC(=N)C1=C2CCC(C2=CC=C1)=NN1C(=NC(=C1)C1=CC2=CC=CC=C2C=C1)N (1-[4-(N-hydroxyamidino)-2,3-dihydro-1H-inden-1-ylideneamino]-2-amino-4-(2-naphthyl)-imidazole dihydrochloride). Reagents/catalysts: [Ni] (Raney nickel). The solvent is CO.O (methanol water). Yields the product Cl.Cl.C(N)(=N)C1=C2CCC(C2=CC=C1)=NN1C(=NC(=C1)C1=CC2=CC=CC=C2C=C1)N (1-[4-(Amidino)-2,3-dihydro-1H-inden-1-ylideneamino]-2-amino-4-(2-naphthyl)-imidazole dihydrochloride). As a reaction SMILES: [ClH:1].Cl.O[NH:4][C:5]([C:7]1[CH:15]=[CH:14][CH:13]=[C:12]2[C:8]=1[CH2:9][CH2:10][C:11]2=[N:16][N:17]1[CH:21]=[C:20]([C:22]2[CH:31]=[CH:30][C:29]3[C:24](=[CH:25][CH:26]=[CH:27][CH:28]=3)[CH:23]=2)[N:19]=[C:18]1[NH2:32])=[NH:6]>[Ni].CO.O>[ClH:1].[ClH:1].[C:5]([C:7]1[CH:15]=[CH:14][CH:13]=[C:12]2[C:8]=1[CH2:9][CH2:10][C:11]2=[N:16][N:17]1[CH:21]=[C:20]([C:22]2[CH:31]=[CH:30][C:29]3[C:24](=[CH:25][CH:26]=[CH:27][CH:28]=3)[CH:23]=2)[N:19]=[C:18]1[NH2:32])(=[NH:4])[NH2:6] |f:0.1.2,4.5,6.7.8|. Procedure: Analogously to Example 2, 0.3 g of Raney nickel is added to a mixture of 1.0 g (2.13 mmol) of 1-[4-(N-hydroxyamidino)-2,3-dihydro-1H-inden-1-ylideneamino]-2-amino-4-(2-naphthyl)-imidazole dihydrochloride in 120 ml of methanol/water (1:1), and hydrogenation is carried out at room temperature and under normal pressure until the absorption of hydrogen has ceased. The reaction mixture is then filtered, the filtrate is acidified to pH 3 with 3N methanolic hydrochloric acid, and concentration is carri... The reactants are CCOC(=O)C(C)(O)C(O)c1ccc(OCc2ccccc2)cc1, CC[SiH](CC)CC, ClCCl. The product is CCOC(=O)C(C)(O)Cc1ccc(OCc2ccccc2)cc1. RXN SMILES: [CH2:1]([CH3:2])[O:3][C:4]([C:5]([CH:6]([OH:7])[c:8]1[cH:9][cH:10][c:11]([O:14][CH2:15][c:16]2[cH:17][cH:18][cH:19][cH:20][cH:21]2)[cH:12][cH:13]1)([CH3:22])[OH:23])=[O:24].[CH2:25]([SiH:26]([CH2:27][CH3:28])[CH2:29][CH3:30])[CH3:31].[Cl:32][CH2:33][Cl:34]>>[CH2:1]([CH3:2])[O:3][C:4]([C:5]([CH2:6][c:8]1[cH:9][cH:10][c:11]([O:14][CH2:15][c:16]2[cH:17][cH:18][cH:19][cH:20][cH:21]2)[cH:12][cH:13]1)([CH3:22])[OH:23])=[O:24]. Reactants: C=O, ClCCl, Cc1ccc(Nc2ncc(-c3ccc(OC(F)F)cc3)cn2)cc1NC(=O)N1CCNC2(CC2)C1, [Na+], [Na+], O=S(=O)([O-])[O-]. The product is Cc1ccc(Nc2ncc(-c3ccc(OC(F)F)cc3)cn2)cc1NC(=O)N1CCN(C)C2(CC2)C1. As a reaction SMILES: [CH2:36]=[O:37].[Cl:45][CH2:46][Cl:47].[F:1][CH:2]([O:3][c:4]1[cH:5][cH:6][c:7](-[c:10]2[cH:11][n:12][c:13]([NH:16][c:17]3[cH:18][cH:19][c:20]([CH3:34])[c:21]([NH:23][C:24](=[O:25])[N:26]4[CH2:27][CH2:28][NH:29][C:30]5([CH2:31][CH2:32]5)[CH2:33]4)[cH:22]3)[n:14][cH:15]2)[cH:8][cH:9]1)[F:35].[Na+:38].[Na+:39].[O-:40][S:41]([O-:42])(=[O:43])=[O:44]>>[F:1][CH:2]([O:3][c:4]1[cH:5][cH:6][c:7](-[c:10]2[cH:11][n:12][c:13]([NH:16][c:17]3[cH:18][cH:19][c:20]([CH3:34])[c:21]([NH:23][C:24](=[O:25])[N:26]4[CH2:27][CH2:28][N:29]([CH3:36])[C:30]5([CH2:31][CH2:32]5)[CH2:33]4)[cH:22]3)[n:14][cH:15]2)[cH:8][cH:9]1)[F:35]. The reactants are C(C1=CC=CC=C1)OCC(CCCC(=CCCC(CBr)=O)C)C (11-Benzyloxy-1-bromo-6,10-dimethyl-2-oxo-undec-5-ene), ClC1=CC(=CC=C1)C(=O)OO (m-chloroperbenzoic acid). The solvent is C(Cl)Cl (methylene chloride), C(Cl)Cl (methylene chloride). Yields the product C(C1=CC=CC=C1)OCC(CCCC1(C(CCC(CBr)=O)O1)C)C (11-benzyloxy-1-bromo-6,10-dimethyl-5,6-epoxy-undecan-2-one). Yield: 107.7%. RXN SMILES: [CH2:1]([O:8][CH2:9][CH:10]([CH3:23])[CH2:11][CH2:12][CH2:13][C:14]([CH3:22])=[CH:15][CH2:16][CH2:17][C:18](=[O:21])[CH2:19][Br:20])[C:2]1[CH:7]=[CH:6][CH:5]=[CH:4][CH:3]=1.ClC1C=CC=C(C(OO)=[O:32])C=1>C(Cl)Cl>[CH2:1]([O:8][CH2:9][CH:10]([CH3:23])[CH2:11][CH2:12][CH2:13][C:14]1([CH3:22])[O:32][CH:15]1[CH2:16][CH2:17][C:18](=[O:21])[CH2:19][Br:20])[C:2]1[CH:7]=[CH:6][CH:5]=[CH:4][CH:3]=1. Reported procedure: 11-Benzyloxy-1-bromo-6,10-dimethyl-2-oxo-undec-5-ene (15.6 g, 41 mM) in methylene chloride (250 ml) is treated with 85% m-chloroperbenzoic acid (8.35 g, 41 mM) in methylene chloride (200 ml) at 0° C. for 3 hours. The reaction mixture is washed with brine, saturated sodium sulfite, brine and then dried (Na2SO4). The solvent is removed in vacuo to give crude 11-benzyloxy-1-bromo-6,10-dimethyl-5,6-epoxy-undecan-2-one (17.5 g). Reactants: C#Cc1cccc(N)c1, ClC(Cl)(Cl)Cl, CCCSc1ccc2c(=O)[nH]cnc2c1, CO, CC(C)O, ClC(Cl)Cl, Cl, c1ccc(P(c2ccccc2)c2ccccc2)cc1. Yields the product C#Cc1cccc(Nc2ncnc3cc(SCCC)ccc23)c1, Cl. As a reaction SMILES: [C:35](#[CH:36])[c:37]1[cH:38][c:39]([NH2:40])[cH:41][cH:42][cH:43]1.[C:55]([Cl:56])([Cl:57])([Cl:58])[Cl:59].[CH2:1]([CH2:2][CH3:3])[S:4][c:5]1[cH:6][cH:7][c:8]2[c:9](=[O:15])[nH:10][cH:11][n:12][c:13]2[cH:14]1.[CH3:49][OH:50].[CH:45]([OH:46])([CH3:47])[CH3:48].[CH:51]([Cl:52])([Cl:53])[Cl:54].[ClH:44].[c:16]1([P:17]([c:18]2[cH:19][cH:20][cH:21][cH:22][cH:23]2)[c:24]2[cH:25][cH:26][cH:27][cH:28][cH:29]2)[cH:30][cH:31][cH:32][cH:33][cH:34]1>>[CH2:1]([CH2:2][CH3:3])[S:4][c:5]1[cH:6][cH:7][c:8]2[c:9]([NH:40][c:39]3[cH:38][c:37]([C:35]#[CH:36])[cH:43][cH:42][cH:41]3)[n:10][cH:11][n:12][c:13]2[cH:14]1.[ClH:44].